This data is from the Open Reaction Database (ORD), a public repository of structured organic reaction records. The task is: describe an organic reaction: reactants, conditions, products, and yield The reagents and catalysts are [Pd] (palladium/carbon). Reported procedure: 500 mg (3.20 mmoles) of 1-methyl-3-methylamino-4-nitropyrazol are hydrated in 50 ml absolute methanol with catalytic quantities of palladium/carbon at room temperature and 30 bar. The hydration is concluded after 17 hours, a pale orange precipitate is precipitated out of the filtrated solution when adding 314 mg (3.20 mmoles) of concentrated sulfuric acid, which precipitate is removed by suction and dried. Starting materials: CN1N=C(C(=C1)[N+](=O)[O-])NC (1-methyl-3-methylamino-4-nitropyrazol), S(O)(O)(=O)=O (sulfuric acid). The product is S(=O)(=O)(O)[O-].NC1=C(N[N+](=C1)C)NC (4-amino-1-methyl-3-methylaminopyrazolium hydrogen sulfate). Reaction conditions: time 17 hour. Run in CO (methanol). RXN SMILES: [CH3:1][N:2]1[CH:6]=[C:5]([N+:7]([O-])=O)[C:4]([NH:10][CH3:11])=[N:3]1.[S:12](=[O:16])(=[O:15])([OH:14])[OH:13]>CO.[Pd]>[S:12]([O-:16])([OH:15])(=[O:14])=[O:13].[NH2:7][C:5]1[CH:6]=[N+:2]([CH3:1])[NH:3][C:4]=1[NH:10][CH3:11] |f:4.5|. Starting materials: O=C(O)c1ccc2cnc(F)cc2c1, NNC(N)=S, CN(C)C=O, O=C(n1ccnc1)n1ccnc1. The product is NC(=S)NNC(=O)c1ccc2cnc(F)cc2c1. RXN SMILES: [F:1][c:2]1[n:3][cH:4][c:5]2[cH:6][cH:7][c:8]([C:12](=[O:13])[OH:14])[cH:9][c:10]2[cH:11]1.[NH2:27][NH:28][C:29](=[S:30])[NH2:31].[O:32]=[CH:33][N:34]([CH3:35])[CH3:36].[n:15]1([C:16]([n:17]2[cH:18][cH:19][n:20][cH:21]2)=[O:22])[cH:23][cH:24][n:25][cH:26]1>>[F:1][c:2]1[n:3][cH:4][c:5]2[cH:6][cH:7][c:8]([C:12](=[O:14])[NH:27][NH:28][C:29](=[S:30])[NH2:31])[cH:9][c:10]2[cH:11]1. Starting materials: C1(=CC=CC=C1)CCCO (3-phenyl-1-propanol), C(Br)C1CO1 (epibromohydrin), [H-].[Na+] (sodium hydride). Run in CN(C=O)C (dimethylformamide). Product: C1(=CC=CC=C1)CCCOCC1OC1 (3-phenylpropoxymethyloxirane). As a reaction SMILES: [C:1]1([CH2:7][CH2:8][CH2:9][OH:10])[CH:6]=[CH:5][CH:4]=[CH:3][CH:2]=1.[CH2:11]([CH:13]1[O:15][CH2:14]1)Br.[H-].[Na+]>CN(C)C=O>[C:1]1([CH2:7][CH2:8][CH2:9][O:10][CH2:11][CH:13]2[CH2:14][O:15]2)[CH:6]=[CH:5][CH:4]=[CH:3][CH:2]=1 |f:2.3|. Procedure: A procedure similar to that described in Preparation 46 was repeated, except that 8 g of 3-phenyl-1-propanol, 9.64 ml of epibromohydrin, 2.56 g of sodium hydride (as a 55% by weight dispersion in mineral oil) and 100 ml of anhydrous dimethylformamide were used. The resulting crude product was purified by silica gel column chromatography, using a 1:6 by volume mixture of ethyl acetate and hexane as the eluent, to give 7.2 g of the title compound as a colorless oil having an Rf value of 0.36 (on s... The reactants are CC(C(=O)O)SCCCCCCCCCCSC(C(=O)O)C ((±)-2,15-dimethyl-3,14-dithia-1,16-hexadecanedioic acid), [H-].[H-].[H-].[H-].[Li+].[Al+3] (LiAlH4), C(C)(=O)OCC (ethyl acetate). The solvent is O1CCCC1 (tetrahydrofuran), O1CCCC1 (tetrahydrofuran). Yields the product CC(CO)SCCCCCCCCCCSC(CO)C ((±)-2,15-Dimethyl-3,14-dithia-1,16-hexadecanediol). The yield is 83.7%. Reaction SMILES: [CH3:1][CH:2]([S:6][CH2:7][CH2:8][CH2:9][CH2:10][CH2:11][CH2:12][CH2:13][CH2:14][CH2:15][CH2:16][S:17][CH:18]([CH3:22])[C:19](O)=[O:20])[C:3](O)=[O:4].[H-].[H-].[H-].[H-].[Li+].[Al+3].C(OCC)(=O)C>O1CCCC1>[CH3:22][CH:18]([S:17][CH2:16][CH2:15][CH2:14][CH2:13][CH2:12][CH2:11][CH2:10][CH2:9][CH2:8][CH2:7][S:6][CH:2]([CH3:1])[CH2:3][OH:4])[CH2:19][OH:20] |f:1.2.3.4.5.6|. Procedure: A solution in tetrahydrofuran of 7 g (0.0200 mole) of (±)-2,15-dimethyl-3,14-dithia-1,16-hexadecanedioic acid was slowly poured under a current of nitrogen into an agitated suspension of 2.3 g (0.0605 mole) of LiAlH4 in tetrahydrofuran. The reaction medium was then heated under reflux for 3 hours 15 mins. After neutralisation of the excess reducing agent with ethyl acetate and aqueous alkali, the reaction mixture was filtered and then the solvents were eliminated from the filtrate. The residue w... Product: CCCS(=O)(=O)Nc1ccc(F)c(C(=O)Nc2cnc3[nH]nc(OCC4CCC4)c3c2)c1F. Reaction SMILES: [CH:1]1([CH2:5][O:6][c:7]2[n:8][n:9]([CH2:34][c:35]3[cH:36][cH:37][c:38]([O:39][CH3:40])[cH:41][cH:42]3)[c:10]3[n:11][cH:12][c:13]([NH:16][C:17]([c:18]4[c:19]([F:32])[c:20]([NH:25][S:26](=[O:27])(=[O:28])[CH2:29][CH2:30][CH3:31])[cH:21][cH:22][c:23]4[F:24])=[O:33])[cH:14][c:15]23)[CH2:2][CH2:3][CH2:4]1.[F:43][C:44]([F:45])([F:46])[C:47]([OH:48])=[O:49]>>[CH:1]1([CH2:5][O:6][c:7]2[n:8][nH:9][c:10]3[n:11][cH:12][c:13]([NH:16][C:17]([c:18]4[c:19]([F:32])[c:20]([NH:25][S:26](=[O:27])(=[O:28])[CH2:29][CH2:30][CH3:31])[cH:21][cH:22][c:23]4[F:24])=[O:33])[cH:14][c:15]23)[CH2:2][CH2:3][CH2:4]1. The reactants are CCCS(=O)(=O)Nc1ccc(F)c(C(=O)Nc2cnc3c(c2)c(OCC2CCC2)nn3Cc2ccc(OC)cc2)c1F, O=C(O)C(F)(F)F.